Dataset: the Open Reaction Database (ORD), a public repository of structured organic reaction records. Task: describe an organic reaction: reactants, conditions, products, and yield The reactants are CC=1NC2=CC=C(C=C2C1)C#N (2-methyl-1H-indole-5-carbonitrile), O.[PH2](=O)[O-].[Na+] (sodium hypophosphite monohydrate), N1=CC=CC=C1 (pyridine). The reagents and catalysts are [Ni] (Raney-Nickel). Run in C(C)(=O)O (acetic acid). Conditions: temperature 45 celsius, time 75 minute. Yields the product CC=1NC2=CC=C(C=C2C1)C=O (2-methyl-1H-indole-5-carbaldehyde). The yield is 80.3%. Reaction SMILES: [CH3:1][C:2]1[NH:3][C:4]2[C:9]([CH:10]=1)=[CH:8][C:7]([C:11]#N)=[CH:6][CH:5]=2.O.[PH2]([O-])=[O:15].[Na+].N1C=CC=CC=1>C(O)(=O)C.[Ni]>[CH3:1][C:2]1[NH:3][C:4]2[C:9]([CH:10]=1)=[CH:8][C:7]([CH:11]=[O:15])=[CH:6][CH:5]=2 |f:1.2.3|. Reported procedure: A mixture of 3.9 g 2-methyl-1H-indole-5-carbonitrile [Journal of Organic Chemistry (1994), 9(21), 6372-7], 7.22 g sodium hypophosphite monohydrate and 2.60 g Raney-Nickel in 110 ml acetic acid (50%)/pyridine 1:1 was stirred at 45° C. for 75 min. After cooling down to room temperature, the reaction mixture was filtered (dicalite), then the filtrate poured into ice-water and extracted 3 times with EtOAc. The combined organic phases were washed with water, dried over magnesium sulfate and evaporate... Starting materials: N#CCBr, CC#N, Cc1ccc(F)cc1C(O)C1CCCN(C(=O)OC(C)(C)C)C1, [H-], [Na+]. Yields the product Cc1ccc(F)cc1C(OCC#N)C1CCCN(C(=O)OC(C)(C)C)C1. RXN SMILES: [Br:26][CH2:27][C:28]#[N:29].[CH3:30][C:31]#[N:32].[F:1][c:2]1[cH:3][cH:4][c:5]([CH3:23])[c:6]([CH:8]([CH:9]2[CH2:10][N:11]([C:15](=[O:16])[O:17][C:18]([CH3:19])([CH3:20])[CH3:21])[CH2:12][CH2:13][CH2:14]2)[OH:22])[cH:7]1.[H-:25].[Na+:24]>>[F:1][c:2]1[cH:3][cH:4][c:5]([CH3:23])[c:6]([CH:8]([CH:9]2[CH2:10][N:11]([C:15](=[O:16])[O:17][C:18]([CH3:19])([CH3:20])[CH3:21])[CH2:12][CH2:13][CH2:14]2)[O:22][CH2:27][C:28]#[N:29])[cH:7]1. The reactants are C1=C(C=CC2=CC=CC=C12)B(O)O (naphthalene-2-boronic acid), O(C1=CC=CC=C1)C(=O)N1C(CC(=CC1)OS(=O)(=O)C(F)(F)F)CC (1-phenoxycarbonyl-2-ethyl-4-trifluoromethanesulfonyloxy-1,2,3,6-tetrahydropyridine). The product is O(C1=CC=CC=C1)C(=O)N1C(CC(=CC1)C1=CC2=CC=CC=C2C=C1)CC (1-phenoxycarbonyl-2-ethyl-4-(naphth-2-yl)-1,2,3,6-tetrahydropyridine). The yield is 75.3%. As a reaction SMILES: [CH:1]1[C:10]2[C:5](=[CH:6][CH:7]=[CH:8][CH:9]=2)[CH:4]=[CH:3][C:2]=1B(O)O.[O:14]([C:21]([N:23]1[CH2:28][CH:27]=[C:26](OS(C(F)(F)F)(=O)=O)[CH2:25][CH:24]1[CH2:37][CH3:38])=[O:22])[C:15]1[CH:20]=[CH:19][CH:18]=[CH:17][CH:16]=1>>[O:14]([C:21]([N:23]1[CH2:28][CH:27]=[C:26]([C:2]2[CH:3]=[CH:4][C:5]3[C:10](=[CH:9][CH:8]=[CH:7][CH:6]=3)[CH:1]=2)[CH2:25][CH:24]1[CH2:37][CH3:38])=[O:22])[C:15]1[CH:16]=[CH:17][CH:18]=[CH:19][CH:20]=1. Procedure details: Beginning with 3.62 gm (21.1 mMol) naphthalene-2-boronic acid and 5.70 gm (15.0 mMol) 1-phenoxycarbonyl-2-ethyl-4-trifluoromethanesulfonyloxy-1,2,3,6-tetrahydropyridine, 4.04 gm (75%) of the desired compound were prepared substantially as described in EXAMPLE 11. Reactants: C1(CC1)C(=O)OC(C)(C)C (tert-butyl cyclopropanecarboxylate), BrC=1C=C(CBr)C=CC1 (3-bromobenzyl bromide), [Cl-].[NH4+] (ammonium chloride), C(C)(C)NC(C)C (diisopropylamine), C(CCC)[Li] (n-butyllithium). Run in C1CCOC1 (THF), C1CCOC1 (THF), C1CCOC1 (THF). Reaction conditions: temperature -40 celsius, time 30 minute. Product: BrC=1C=C(CC2(CC2)C(=O)OC(C)(C)C)C=CC1 (tert-Butyl 1-(3-bromobenzyl)cyclopropanecarboxylate). RXN SMILES: C(NC(C)C)(C)C.C([Li])CCC.[CH:13]1([C:16]([O:18][C:19]([CH3:22])([CH3:21])[CH3:20])=[O:17])[CH2:15][CH2:14]1.[Br:23][C:24]1[CH:25]=[C:26]([CH:29]=[CH:30][CH:31]=1)[CH2:27]Br.[Cl-].[NH4+]>C1COCC1>[Br:23][C:24]1[CH:25]=[C:26]([CH:29]=[CH:30][CH:31]=1)[CH2:27][C:13]1([C:16]([O:18][C:19]([CH3:22])([CH3:21])[CH3:20])=[O:17])[CH2:15][CH2:14]1 |f:4.5|. Reported procedure: Under argon, 14.8 ml (105.48 mmol) of diisopropylamine were initially charged in 66 ml of dry THF, and the mixture was cooled to −40° C. 42.2 ml (105.48 mmol) of n-butyllithium solution (2.5 M in hexane) were slowly added dropwise, and the mixture was stirred for 30 min. The reaction solution was then cooled to −78° C., and a solution of 10.0 g (70.32 mmol) of tert-butyl cyclopropanecarboxylate in 17 ml of THF were added. After 4 h of stirring at −78° C., a solution of 19.34 g (77.36 mmol) of 3-...